Task: describe an organic reaction: reactants, conditions, products, and yield. Dataset: the Open Reaction Database (ORD), a public repository of structured organic reaction records The reactants are CN(CCN(C)C(=O)N1CCCCCC1)C(=O)NC(Cc1ccccc1)C(=O)OCc1ccccc1, CO, [H][H]. Product: CN(CCN(C)C(=O)N1CCCCCC1)C(=O)NC(Cc1ccccc1)C(=O)O. Reaction SMILES: [CH2:1]([c:2]1[cH:3][cH:4][cH:5][cH:6][cH:7]1)[O:8][C:9]([CH:10]([NH:11][C:12](=[O:13])[N:14]([CH3:15])[CH2:16][CH2:17][N:18]([CH3:19])[C:20](=[O:21])[N:22]1[CH2:23][CH2:24][CH2:25][CH2:26][CH2:27][CH2:28]1)[CH2:29][c:30]1[cH:31][cH:32][cH:33][cH:34][cH:35]1)=[O:36].[CH3:39][OH:40].[H:37][H:38]>>[O:8]=[C:9]([CH:10]([NH:11][C:12](=[O:13])[N:14]([CH3:15])[CH2:16][CH2:17][N:18]([CH3:19])[C:20](=[O:21])[N:22]1[CH2:23][CH2:24][CH2:25][CH2:26][CH2:27][CH2:28]1)[CH2:29][c:30]1[cH:31][cH:32][cH:33][cH:34][cH:35]1)[OH:36]. Run at time 48 hour. Procedure: A round bottom flask under nitrogen atmosphere was charged with cis-4-((E)-2-(4-fluorobenzoylimino)-6-(piperidin-1-ylmethyl)-2,3-dihydro-1H-benzo[d]imidazol-1-yl)cyclohexanecarboxylic acid (50 mg, 0.104 mmol), N,N-dimethylpyridin-4-amine (31.9 mg, 0.261 mmol), thiazol-2-amine (15.69 mg, 0.157 mmol), and DMF (2 mL). To this mixture was added EDC (40.1 mg, 0.209 mmol), and the reaction was stirred for 48 hours. The resulting mixture was diluted with water (10 mL) and DCM (30 mL). The organic layer... The solvent is O (water), C(Cl)Cl (DCM). The yield is 46.3%. The reactants are FC1=CC=C(C(=O)\N=C\2/NC3=C(N2[C@H]2CC[C@H](CC2)C(=O)O)C=C(C=C3)CN3CCCCC3)C=C1 (cis-4-((E)-2-(4-fluorobenzoylimino)-6-(piperidin-1-ylmethyl)-2,3-dihydro-1H-benzo[d]imidazol-1-yl)cyclohexanecarboxylic acid), S1C(=NC=C1)N (thiazol-2-amine), CN(C)C=O (DMF), C(CCl)Cl (EDC). RXN SMILES: [F:1][C:2]1[CH:35]=[CH:34][C:5]([C:6](/[N:8]=[C:9]2\[NH:10][C:11]3[CH:26]=[CH:25][C:24]([CH2:27][N:28]4[CH2:33][CH2:32][CH2:31][CH2:30][CH2:29]4)=[CH:23][C:12]=3[N:13]\2[C@@H:14]2[CH2:19][CH2:18][C@H:17]([C:20](O)=[O:21])[CH2:16][CH2:15]2)=[O:7])=[CH:4][CH:3]=1.[S:36]1[CH:40]=[CH:39][N:38]=[C:37]1[NH2:41].CN(C=O)C.C(Cl)CCl>CN(C)C1C=CN=CC=1.O.C(Cl)Cl>[F:1][C:2]1[CH:3]=[CH:4][C:5]([C:6](/[N:8]=[C:9]2\[NH:10][C:11]3[CH:26]=[CH:25][C:24]([CH2:27][N:28]4[CH2:33][CH2:32][CH2:31][CH2:30][CH2:29]4)=[CH:23][C:12]=3[N:13]\2[C@H:14]2[CH2:19][CH2:18][C@@H:17]([C:20](=[O:21])[NH:41][C:37]3[S:36][CH:40]=[CH:39][N:38]=3)[CH2:16][CH2:15]2)=[O:7])=[CH:34][CH:35]=1. Reagents/catalysts: CN(C1=CC=NC=C1)C (N,N-dimethylpyridin-4-amine). Product: FC1=CC=C(C(=O)/N=C/2\NC3=C(N2[C@@H]2CC[C@@H](CC2)C(NC=2SC=CN2)=O)C=C(C=C3)CN3CCCCC3)C=C1 ((E)-4-fluoro-N-(6-(piperidin-1-ylmethyl)-1-(cis-4-(thiazol-2-ylcarbamoyl)cyclohexyl)-1H-benzo[d]imidazol-2(3H)-ylidene)benzamide). Starting materials: CC([O-])=S, CCOC(=O)c1csc(N2CCC(OS(C)(=O)=O)CC2)n1, CN(C)C=O, [K+]. Product: CCOC(=O)c1csc(N2CCC(SC(C)=O)CC2)n1. As a reaction SMILES: [C:22]([CH3:23])(=[S:24])[O-:25].[CH2:1]([CH3:2])[O:3][C:4](=[O:5])[c:6]1[n:7][c:8]([N:11]2[CH2:12][CH2:13][CH:14]([O:17][S:18]([CH3:19])(=[O:20])=[O:21])[CH2:15][CH2:16]2)[s:9][cH:10]1.[CH3:27][N:28]([CH3:29])[CH:30]=[O:31].[K+:26]>>[CH2:1]([CH3:2])[O:3][C:4](=[O:5])[c:6]1[n:7][c:8]([N:11]2[CH2:12][CH2:13][CH:14]([S:24][C:22]([CH3:23])=[O:25])[CH2:15][CH2:16]2)[s:9][cH:10]1. The reactants are FC1=CC2=C(C(=NS2)C2CCNCC2)C=C1 (6-fluoro-3-(4-piperidinyl)-1,2-benzisothiazole), ClCCCOC1=C(C=C(C=C1)C(C)=O)O (1-[4-(3-chloropropoxy)-3-hydroxyphenyl]ethanone), C(=O)(O)[O-].[Na+] (NaHCO3), CC#N (CH3CN). Solvent: O (H2O). The product is FC1=CC2=C(C(=NS2)C2CCN(CC2)CCCOC2=C(C=C(C=C2)C(C)=O)O)C=C1 (1-[4-[3-[4-(6-Fluoro-1,2-benzisothiazol-3-yl)-1-piperidinyl]propoxy]-3-hydroxyphenyl]ethanone). Isolated yield 97.0%. RXN SMILES: [F:1][C:2]1[CH:16]=[CH:15][C:5]2[C:6]([CH:9]3[CH2:14][CH2:13][NH:12][CH2:11][CH2:10]3)=[N:7][S:8][C:4]=2[CH:3]=1.Cl[CH2:18][CH2:19][CH2:20][O:21][C:22]1[CH:27]=[CH:26][C:25]([C:28](=[O:30])[CH3:29])=[CH:24][C:23]=1[OH:31].C([O-])(O)=O.[Na+].CC#N>O>[F:1][C:2]1[CH:16]=[CH:15][C:5]2[C:6]([CH:9]3[CH2:10][CH2:11][N:12]([CH2:18][CH2:19][CH2:20][O:21][C:22]4[CH:27]=[CH:26][C:25]([C:28](=[O:30])[CH3:29])=[CH:24][C:23]=4[OH:31])[CH2:13][CH2:14]3)=[N:7][S:8][C:4]=2[CH:3]=1 |f:2.3|. Procedure details: A mixture of 6-fluoro-3-(4-piperidinyl)-1,2-benzisothiazole (2.4 g, 10.1 mmol), 1-[4-(3-chloropropoxy)-3-hydroxyphenyl]ethanone (2.5 g, 11.1 mmol), NaHCO3, (0.94 g, 11.1 mmol), KI (100 mg) and CH3CN (100 ml) was stirred at reflux under N2 for 65 hours. The cooled reaction was poured into H2O and the aqueous mixture was extracted with EtOAc. The EtOAc extract was washed with H2O (1×) and brine (3×) and after drying with MgSO4 the solvent was evaporated to give 4.2 g of a dark solid. Three consecu... The reactants are C1(=CC=CC=C1)COC(CN(C1=CC(=C(C=C1)OCCCCCCCCCCCCCC)OCCCCCCCCCCCCCC)CC(OCC1=CC=CC=C1)=O)=O (N-[2-oxo-2-(phenylmethoxy)ethyl]-N-[3,4-bis(tetradecyloxy)phenyl]glycine phenylmethyl ester), [H][H] (hydrogen). Reagents/catalysts: [Pd] (palladium on carbon). Solvent: C1CCOC1 (THF), C(C)(=O)OCC (ethyl acetate). Product: C(=O)(O)CN(CC(=O)O)C1=CC(=C(C=C1)OCCCCCCCCCCCCCC)OCCCCCCCCCCCCCC (N-(carboxymethyl)-N-[3,4-bis(tetradecyloxy)phenyl]glycine). Isolated yield 56.0%. As a reaction SMILES: C1(C[O:8][C:9](=[O:59])[CH2:10][N:11]([CH2:48][C:49](=[O:58])[O:50]CC2C=CC=CC=2)[C:12]2[CH:17]=[CH:16][C:15]([O:18][CH2:19][CH2:20][CH2:21][CH2:22][CH2:23][CH2:24][CH2:25][CH2:26][CH2:27][CH2:28][CH2:29][CH2:30][CH2:31][CH3:32])=[C:14]([O:33][CH2:34][CH2:35][CH2:36][CH2:37][CH2:38][CH2:39][CH2:40][CH2:41][CH2:42][CH2:43][CH2:44][CH2:45][CH2:46][CH3:47])[CH:13]=2)C=CC=CC=1.[H][H]>[Pd].C1COCC1.C(OCC)(=O)C>[C:9]([CH2:10][N:11]([C:12]1[CH:17]=[CH:16][C:15]([O:18][CH2:19][CH2:20][CH2:21][CH2:22][CH2:23][CH2:24][CH2:25][CH2:26][CH2:27][CH2:28][CH2:29][CH2:30][CH2:31][CH3:32])=[C:14]([O:33][CH2:34][CH2:35][CH2:36][CH2:37][CH2:38][CH2:39][CH2:40][CH2:41][CH2:42][CH2:43][CH2:44][CH2:45][CH2:46][CH3:47])[CH:13]=1)[CH2:48][C:49]([OH:58])=[O:50])([OH:59])=[O:8]. Reported procedure: A mixture of N-[2-oxo-2-(phenylmethoxy)ethyl]-N-[3,4-bis(tetradecyloxy)phenyl]glycine phenylmethyl ester and 0.5 g of 10% palladium on carbon in 40 ml of THF and 20 ml of ethyl acetate was stirred in a hydrogen atmosphere at room temperature for 2.5 hours when uptake ceased. The catalyst was removed by filtration and the filtrate was concentrated at reduced pressure to a solid which was triturated with hexane and filtered to give 1.4 g (56% yield, mp 89°-93°) of pure N-(carboxymethyl)-N-[3,4-bis... Starting materials: COC1=CC=C(COC(C(=O)Cl)(C)C)C=C1 (2-(4-methoxybenzyloxy)-2-methyl-propionyl chloride), NC=1C(NC(N(C1N)CC1=CC(=C(C=C1)OC)OC1CCCC1)=S)=O (5,6-diamino-1-(3-cyclopentyloxy-4-methoxy-benzyl)-2-thiouracil), [Cl-] (chloride). Solvent: C1CCOC1 (THF), C1CCOC1 (THF). Yields the product NC1=C(C(NC(N1CC1=CC(=C(C=C1)OC)OC1CCCC1)=S)=O)NC(C(C)(C)OCC1=CC=C(C=C1)OC)=O (6-Amino-1-(3-cyclopentyloxy-4-methoxy-benzyl)-5-(2-(4-methoxybenzyloxy)-2-methyl-propionylamino)-2-thiouracil). As a reaction SMILES: [CH3:1][O:2][C:3]1[CH:16]=[CH:15][C:6]([CH2:7][O:8][C:9]([CH3:14])([CH3:13])[C:10](Cl)=[O:11])=[CH:5][CH:4]=1.[NH2:17][C:18]1[C:19](=[O:41])[NH:20][C:21](=[S:40])[N:22]([CH2:25][C:26]2[CH:31]=[CH:30][C:29]([O:32][CH3:33])=[C:28]([O:34][CH:35]3[CH2:39][CH2:38][CH2:37][CH2:36]3)[CH:27]=2)[C:23]=1[NH2:24].[Cl-]>C1COCC1>[NH2:24][C:23]1[N:22]([CH2:25][C:26]2[CH:31]=[CH:30][C:29]([O:32][CH3:33])=[C:28]([O:34][CH:35]3[CH2:39][CH2:38][CH2:37][CH2:36]3)[CH:27]=2)[C:21](=[S:40])[NH:20][C:19](=[O:41])[C:18]=1[NH:17][C:10](=[O:11])[C:9]([O:8][CH2:7][C:6]1[CH:15]=[CH:16][C:3]([O:2][CH3:1])=[CH:4][CH:5]=1)([CH3:14])[CH3:13]. Procedure details: A solution with 2.91 g (12 mM) of crude 2-(4-methoxybenzyloxy)-2-methyl-propionyl chloride in 9 ml of THF was added within 90 min to a stirred suspension with 3.62 g (10 mM) of 5,6-diamino-1-(3-cyclopentyloxy-4-methoxy-benzyl)-2-thiouracil. After 20 hr another 485 mg of chloride in 5 ml of THF was added within 30 min. After a further 3 hr the solid was filtered off and the solution evaporated in vacuo to dryness. The residue was dissolved in ethyl acetate, extracted with sodium bicarbonate solut... Starting materials: IC (Iodomethane), C([O-])([O-])=O.[Cs+].[Cs+] (cesium carbonate), OC1=NN(C2=CC=C(C=C12)[N+](=O)[O-])C(=O)OCC (ethyl 3-hydroxy-5-nitro-1H-indazol-1-carboxylate). Solvent: CC(=O)C (acetone). Reaction conditions: temperature 80 celsius, time 0.5 hour. The product is COC1=NN(C2=CC=C(C=C12)[N+](=O)[O-])C(=O)OCC (ethyl 3-methoxy-5-nitro-1H-indazol-1-carboxylate). Yield: 46.8%. Reaction SMILES: IC.[C:3](=O)([O-])[O-].[Cs+].[Cs+].[OH:9][C:10]1[C:18]2[C:13](=[CH:14][CH:15]=[C:16]([N+:19]([O-:21])=[O:20])[CH:17]=2)[N:12]([C:22]([O:24][CH2:25][CH3:26])=[O:23])[N:11]=1>CC(C)=O>[CH3:3][O:9][C:10]1[C:18]2[C:13](=[CH:14][CH:15]=[C:16]([N+:19]([O-:21])=[O:20])[CH:17]=2)[N:12]([C:22]([O:24][CH2:25][CH3:26])=[O:23])[N:11]=1 |f:1.2.3|. Reported procedure: Iodomethane (10 ml) and cesium carbonate (4.89 g) were added to an acetone (20 ml) solution containing ethyl 3-hydroxy-5-nitro-1H-indazol-1-carboxylate (2.51 g) obtained in the 2nd step under ice cooling in a nitrogen atmosphere, followed by stirring at 80° C. for 0.5 hours. An insoluble precipitate was removed by filtration and the solvent was distilled away under reduced pressure. The obtained residue was purified by silica gel chromatography (n-hexane:ethyl acetate=1:0 to 4:1). A white solid ...